This data is from the Open Reaction Database (ORD), a public repository of structured organic reaction records. The task is: describe an organic reaction: reactants, conditions, products, and yield RXN SMILES: [CH:1]1([CH2:4][O:5][C:6]2[N:11]=[C:10]([C:12]([OH:14])=O)[CH:9]=[CH:8][C:7]=2[CH:15]2[CH2:20][CH2:19][O:18][CH2:17][CH2:16]2)[CH2:3][CH2:2]1.[CH3:21][C:22]([CH3:29])([C:24]1[O:25][CH:26]=[CH:27][N:28]=1)[NH2:23]>>[CH3:21][C:22]([NH:23][C:12]([C:10]1[CH:9]=[CH:8][C:7]([CH:15]2[CH2:20][CH2:19][O:18][CH2:17][CH2:16]2)=[C:6]([O:5][CH2:4][CH:1]2[CH2:2][CH2:3]2)[N:11]=1)=[O:14])([C:24]1[O:25][CH:26]=[CH:27][N:28]=1)[CH3:29]. Procedure: The title compound was synthesized in analogy to Example 1, using 6-cyclopropylmethoxy-5-(tetrahydro-pyran-4-yl)-pyridine-2-carboxylic acid (Example 9 f) and α,α-dimethyl-2-oxazolemethanamine (CAN 1211519-76-4) as starting materials, MS (EI): m/e=386.2 [M+H]+. Product: CC(C)(C=1OC=CN1)NC(=O)C1=NC(=C(C=C1)C1CCOCC1)OCC1CC1 (6-Cyclopropylmethoxy-5-(tetrahydro-pyran-4-yl)-pyridine-2-carboxylic acid (1-methyl-1-oxazol-2-yl-ethyl)-amide). Starting materials: C1(CC1)COC1=C(C=CC(=N1)C(=O)O)C1CCOCC1 (6-cyclopropylmethoxy-5-(tetrahydro-pyran-4-yl)-pyridine-2-carboxylic acid), CC(N)(C=1OC=CN1)C (α,α-dimethyl-2-oxazolemethanamine). Reactants: BrN1C(CCC1=O)=O (N-bromosuccinimide), ClC1=C(C=C(C(=C1)C)SCC(F)(F)F)NN=CC(F)(F)F (trifluoroacetaldehyde {2-chloro-4-methyl-5-(2,2,2-trifluoroethylthio)phenyl}hydrazone), O (water). Run in CN(C=O)C (N,N-dimethylformamide). Conditions: time 2 hour. Product: ClC1=C(C=C(C(=C1)C)SCC(F)(F)F)NN=C(C(F)(F)F)Br (N-{2-chloro-4-methyl-5-(2,2,2-trifluoroethylthio)phenyl}trifluoroacetohydrazonoyl bromide). Isolated yield 92.7%. As a reaction SMILES: [Cl:1][C:2]1[CH:7]=[C:6]([CH3:8])[C:5]([S:9][CH2:10][C:11]([F:14])([F:13])[F:12])=[CH:4][C:3]=1[NH:15][N:16]=[CH:17][C:18]([F:21])([F:20])[F:19].[Br:22]N1C(=O)CCC1=O.O>CN(C)C=O>[Cl:1][C:2]1[CH:7]=[C:6]([CH3:8])[C:5]([S:9][CH2:10][C:11]([F:14])([F:13])[F:12])=[CH:4][C:3]=1[NH:15][N:16]=[C:17]([Br:22])[C:18]([F:21])([F:19])[F:20]. Reported procedure: 3.6 g (10.3 mmol) of trifluoroacetaldehyde {2-chloro-4-methyl-5-(2,2,2-trifluoroethylthio)phenyl}hydrazone was dissolved in 30 ml of N,N-dimethylformamide, and 2.0 g of N-bromosuccinimide was added at room temperature, followed by stirring at room temperature for 2 hours. The resulting reaction mixture was poured into water and extracted with toluene, and the organic layer was washed with water and dried over anhydrous magnesium sulfate. The solvent was distilled off under reduced pressure to ob... Reactants: [BH4-], C[O-], CO, CCCCCC, CCOCC, CCOC(C)=O, [Na+], [Na+], [Na+], [OH-], O, CN1C(=O)CC(c2ccc(N)cc2)C1C(O)c1ccc(-c2ccccc2)s1. Product: CNc1ccc(C2CC(=O)N(C)C2C(O)c2ccc(-c3ccccc3)s2)cc1. Reaction SMILES: [BH4-:31].[CH3:28][O-:29].[CH3:35][OH:36].[CH3:38][CH2:39][CH2:40][CH2:41][CH2:42][CH3:43].[CH3:44][CH2:45][O:46][CH2:47][CH3:48].[CH3:49][CH2:50][O:51][C:52]([CH3:53])=[O:54].[Na+:30].[Na+:32].[Na+:34].[OH-:33].[OH2:37].[OH:1][CH:2]([CH:3]1[CH:4]([c:10]2[cH:11][cH:12][c:13]([NH2:16])[cH:14][cH:15]2)[CH2:5][C:6](=[O:9])[N:7]1[CH3:8])[c:17]1[s:18][c:19](-[c:22]2[cH:23][cH:24][cH:25][cH:26][cH:27]2)[cH:20][cH:21]1>>[OH:1][CH:2]([CH:3]1[CH:4]([c:10]2[cH:11][cH:12][c:13]([NH:16][CH3:28])[cH:14][cH:15]2)[CH2:5][C:6](=[O:9])[N:7]1[CH3:8])[c:17]1[s:18][c:19](-[c:22]2[cH:23][cH:24][cH:25][cH:26][cH:27]2)[cH:20][cH:21]1. The reactants are FC1=CC=C(C=C1)CC1=CN=C2C(=C(C(N(C2=C1)CC(=O)O)=O)C(=O)NC)O ([7-[(4-fluorophenyl)methyl]-4-hydroxy-3-[(methylamino)carbonyl]-2-oxo-1,5-naphthyridine-1(2H)-yl]acetic acid), O(C)N (methoxylamine). The product is FC1=CC=C(C=C1)CC1=CN=C2C(=C(C(N(C2=C1)CC(=O)NOC)=O)C(=O)NC)O (7-[(4-fluorophenyl)methyl]-4-hydroxy-N-methyl-1-{2-[(methyloxy)amino]-2-oxoethyl}-2-oxo-1,2-dihydro-1,5-naphthyridine-3-carboxamide). As a reaction SMILES: [F:1][C:2]1[CH:7]=[CH:6][C:5]([CH2:8][C:9]2[CH:18]=[C:17]3[C:12]([C:13]([OH:28])=[C:14]([C:24]([NH:26][CH3:27])=[O:25])[C:15](=[O:23])[N:16]3[CH2:19][C:20]([OH:22])=O)=[N:11][CH:10]=2)=[CH:4][CH:3]=1.[O:29]([NH2:31])[CH3:30]>>[F:1][C:2]1[CH:7]=[CH:6][C:5]([CH2:8][C:9]2[CH:18]=[C:17]3[C:12]([C:13]([OH:28])=[C:14]([C:24]([NH:26][CH3:27])=[O:25])[C:15](=[O:23])[N:16]3[CH2:19][C:20]([NH:31][O:29][CH3:30])=[O:22])=[N:11][CH:10]=2)=[CH:4][CH:3]=1. Reported procedure: This compound was prepared from [7-[(4-fluorophenyl)methyl]-4-hydroxy-3-[(methylamino)carbonyl]-2-oxo-1,5-naphthyridine-1(2H)-yl]acetic acid and methoxylamine employing methods similar to those described in example 558. The product was obtained as a white solid: 1H NMR (d6-DMSO) δ 11.39 (1H, br s), 9.96 (1H, br s), 8.55 (1H, s), 7.88 (1H, s), 7.36-7.31 (2H, m), 7.14-7.09 (2H, m), 4.80 (2H, s), 4.11 (2H, s), 3.52 (3H, s), 2.88 (3H, d, J=4.8 Hz); HRMS calcd for C20H19FN4O5+H+: 415.1412. Found 415....